This data is from the Open Reaction Database (ORD), a public repository of structured organic reaction records. The task is: describe an organic reaction: reactants, conditions, products, and yield The reactants are [Al+3], C1CCOC1, C=C(CC(C)C)C(C)C(=O)OCC, [H-], [H-], [H-], [H-], [Li+], [Na+], [OH-], O. The product is C=C(CC(C)C)C(C)CO. RXN SMILES: [Al+3:2].[CH2:23]1[O:24][CH2:25][CH2:26][CH2:27]1.[CH3:7][CH:8]([C:9](=[O:10])[O:11][CH2:12][CH3:13])[C:14]([CH2:15][CH:16]([CH3:17])[CH3:18])=[CH2:19].[H-:1].[H-:4].[H-:5].[H-:6].[Li+:3].[Na+:22].[OH-:21].[OH2:20]>>[CH3:7][CH:8]([CH2:9][OH:10])[C:14]([CH2:15][CH:16]([CH3:17])[CH3:18])=[CH2:19].